This data is from the Open Reaction Database (ORD), a public repository of structured organic reaction records. The task is: describe an organic reaction: reactants, conditions, products, and yield Starting materials: CCOC(C)=O, O=C(Cl)CCl, ClCCl, CC(=O)NCCNc1cc(N)nc(-c2ccccc2)n1, CN(C)C=O, Cc1cccc(C)n1. Product: CC(=O)NCCNc1cc(NC(=O)CCl)nc(-c2ccccc2)n1. Reaction SMILES: [CH3:34][CH2:35][O:36][C:37]([CH3:38])=[O:39].[Cl:21][CH2:22][C:23](=[O:24])[Cl:25].[Cl:40][CH2:41][Cl:42].[NH2:1][c:2]1[cH:3][c:4]([NH:14][CH2:15][CH2:16][NH:17][C:18]([CH3:19])=[O:20])[n:5][c:6](-[c:8]2[cH:9][cH:10][cH:11][cH:12][cH:13]2)[n:7]1.[O:43]=[CH:44][N:45]([CH3:46])[CH3:47].[n:26]1[c:27]([CH3:28])[cH:29][cH:30][cH:31][c:32]1[CH3:33]>>[NH:1]([c:2]1[cH:3][c:4]([NH:14][CH2:15][CH2:16][NH:17][C:18]([CH3:19])=[O:20])[n:5][c:6](-[c:8]2[cH:9][cH:10][cH:11][cH:12][cH:13]2)[n:7]1)[C:23]([CH2:22][Cl:21])=[O:24]. Reactants: Cl.NC1=NC(=NN1)NS(=O)(=O)C1=C(C=CC(=C1)Cl)Cl (N-(5-amino-1,2,4-triazol-3-yl)-2,5-dichlorobenzenesulfonamide hydrochloride), CC(CC(C)=O)=O (2,4-pentanedione), ice water. Solvent: C(C)(=O)O (acetic acid). The product is CC1=NC=2N(C(=C1)C)N=C(N2)NS(=O)(=O)C2=C(C=CC(=C2)Cl)Cl (N-(5,7-dimethyl-1,2,4-triazolo[1,5-a]pyrimidin-2-yl)-2,5-dichlorobenzenesulfonamide). The yield is 91.5%. Reaction SMILES: Cl.[NH2:2][C:3]1[NH:7][N:6]=[C:5]([NH:8][S:9]([C:12]2[CH:17]=[C:16]([Cl:18])[CH:15]=[CH:14][C:13]=2[Cl:19])(=[O:11])=[O:10])[N:4]=1.[CH3:20][C:21](=O)[CH2:22][C:23](=O)[CH3:24]>C(O)(=O)C>[CH3:20][C:21]1[CH:22]=[C:23]([CH3:24])[N:7]2[N:6]=[C:5]([NH:8][S:9]([C:12]3[CH:17]=[C:16]([Cl:18])[CH:15]=[CH:14][C:13]=3[Cl:19])(=[O:10])=[O:11])[N:4]=[C:3]2[N:2]=1 |f:0.1|. Procedure: A solution of 4.60 g (13.3 mmol) of N-(5-amino-1,2,4-triazol-3-yl)-2,5-dichlorobenzenesulfonamide hydrochloride and 4.0 g (40 mmol) of 2,4-pentanedione in 60 ml of glacial acetic acid was heated at reflux for 4 hours. The reaction mixture was cooled to room temperature and poured into 500 ml of ice water to separate a solid. The solid was collected by filtration and dried to yield 4.53 g (92 percent) of the desired product as a white solid, m.p. 216.5°-218.5° C.